From a dataset of the Open Reaction Database (ORD), a public repository of structured organic reaction records. describe an organic reaction: reactants, conditions, products, and yield Starting materials: O=S(Cl)Cl (SOCl2), C(CCC)N1C(=NC=C1)SC=1C=NC=C(C1CO)Cl ([3-(1-butyl-1H-imidazol-2-ylsulfanyl)-5-chloro-pyridin-4-yl]-methanol), C(=O)([O-])[O-].[Na+].[Na+] (Na2CO3). The solvent is C(Cl)Cl (DCM), C(Cl)Cl (DCM). Conditions: time 1 hour. Product: C(CCC)N1C(=NC=C1)SC=1C=NC=C(C1CCl)Cl (3-(1-Butyl-1H-imidazol-2-ylsulfanyl)-5-chloro-4-chloromethyl-pyridine). RXN SMILES: O=S(Cl)[Cl:3].[CH2:5]([N:9]1[CH:13]=[CH:12][N:11]=[C:10]1[S:14][C:15]1[CH:16]=[N:17][CH:18]=[C:19]([Cl:23])[C:20]=1[CH2:21]O)[CH2:6][CH2:7][CH3:8].C([O-])([O-])=O.[Na+].[Na+]>C(Cl)Cl>[CH2:5]([N:9]1[CH:13]=[CH:12][N:11]=[C:10]1[S:14][C:15]1[CH:16]=[N:17][CH:18]=[C:19]([Cl:23])[C:20]=1[CH2:21][Cl:3])[CH2:6][CH2:7][CH3:8] |f:2.3.4|. Reported procedure: SOCl2 (27 μL, 0.37 mmol) was added dropwise to a stirred solution of [3-(1-butyl-1H-imidazol-2-ylsulfanyl)-5-chloro-pyridin-4-yl]-methanol (22 mg, 0.74 mmol) in DCM (4 mL). After stirring for 1 h at room temperature, saturated aqueous Na2CO3 solution (5 mL) and DCM (5 mL) was added to the reaction mixture. The organic layer was dried over Na2SO4, filtered, and concentrated in vacuo. The resulting title compound was used for the next reaction without purification. MS (m/z): 316.1 [M+H+]. The reactants are O=C1CCC(=O)N1Br, COc1cccc2[nH]c(C(F)(F)F)nc12, ClC(Cl)Cl. Yields the product COc1ccc(Br)c2[nH]c(C(F)(F)F)nc12. Reaction SMILES: [Br:16][N:17]1[C:18](=[O:19])[CH2:20][CH2:21][C:22]1=[O:23].[CH3:1][O:2][c:3]1[cH:4][cH:5][cH:6][c:7]2[c:8]1[n:9][c:10]([C:12]([F:13])([F:14])[F:15])[nH:11]2.[CH:24]([Cl:25])([Cl:26])[Cl:27]>>[CH3:1][O:2][c:3]1[cH:4][cH:5][c:6]([Br:16])[c:7]2[c:8]1[n:9][c:10]([C:12]([F:13])([F:14])[F:15])[nH:11]2. Starting materials: CC=1SC(=NN1)C1=CN(C=2N=CN=C(C21)C2=CC(=CC=C2)[N+](=O)[O-])COCC[Si](C)(C)C (2-methyl-5-(4-(3-nitrophenyl)-7-((2-(trimethylsilyl)ethoxy)methyl)-7H-pyrrolo[2,3-d]pyrimidin-5-yl)-1,3,4-thiadiazole), Pt. The solvent is CO (methanol). Conditions: time 4 hour. Product: CC1=NN=C(S1)C1=CN(C=2N=CN=C(C21)C=2C=C(N)C=CC2)COCC[Si](C)(C)C (3-(5-(5-methyl-1,3,4-thiadiazol-2-yl)-7-((2-(trimethylsilyl)ethoxy)methyl)-7H-pyrrolo[2,3-d]pyrimidin-4-yl)aniline). As a reaction SMILES: [CH3:1][C:2]1[S:3][C:4]([C:7]2[C:15]3[C:14]([C:16]4[CH:21]=[CH:20][CH:19]=[C:18]([N+:22]([O-])=O)[CH:17]=4)=[N:13][CH:12]=[N:11][C:10]=3[N:9]([CH2:25][O:26][CH2:27][CH2:28][Si:29]([CH3:32])([CH3:31])[CH3:30])[CH:8]=2)=[N:5][N:6]=1>CO>[CH3:1][C:2]1[S:3][C:4]([C:7]2[C:15]3[C:14]([C:16]4[CH:17]=[C:18]([CH:19]=[CH:20][CH:21]=4)[NH2:22])=[N:13][CH:12]=[N:11][C:10]=3[N:9]([CH2:25][O:26][CH2:27][CH2:28][Si:29]([CH3:30])([CH3:32])[CH3:31])[CH:8]=2)=[N:5][N:6]=1. Procedure: To a solution of 2-methyl-5-(4-(3-nitrophenyl)-7-((2-(trimethylsilyl)ethoxy)methyl)-7H-pyrrolo[2,3-d]pyrimidin-5-yl)-1,3,4-thiadiazole (0.38 g, 0.81 mmol) in methanol (10 mL) was added Pt (1% on C, V doped) (343 mg). The atmosphere was purged with hydrogen and the solution was stirred for 4 hours at room temperature under hydrogen atmosphere (1 atm). The reaction was then filtered and concentrated in vacuo to afford crude 3-(5-(5-methyl-1,3,4-thiadiazol-2-yl)-7-((2-(trimethylsilyl)ethoxy)methyl)... The yield is 71.7%. Procedure: In a similar manner as described above in Paragraph A, a solution of 1,1-dimethylethyl 4-oxo-1-piperidinecarboxylate (1 g, 4.5 mmol) and 4-(4-chlorophenoxy)aniline (1 g, 5 mmol) in dichloromethane was stirred as acetic acid (0.39 g, 6.5 mmol) was added. After 15 minutes, sodium triacetoxyborohydride (2 g, 9.4 mmol) was added and the reaction was stirred for 3 days. The reaction was treated with aqueous sodium bicarbonate. The organic layer was washed with water, dried, and concentrated. Purifica... Yields the product ClC1=CC=C(OC2=CC=C(C=C2)NC2CCN(CC2)C(=O)OC(C)(C)C)C=C1 (1,1-dimethylethyl 4-[[4-(4-chlorophenoxy)phenyl]amino]-1-piperidinecarboxylate). Conditions: time 15 minute. Reactants: C(C)(=O)O[BH-](OC(C)=O)OC(C)=O.[Na+] (sodium triacetoxyborohydride), C([O-])(O)=O.[Na+] (sodium bicarbonate), O=C1CCN(CC1)C(=O)OC(C)(C)C (1,1-dimethylethyl 4-oxo-1-piperidinecarboxylate), ClC1=CC=C(OC2=CC=C(N)C=C2)C=C1 (4-(4-chlorophenoxy)aniline), C(C)(=O)O (acetic acid). As a reaction SMILES: O=[C:2]1[CH2:7][CH2:6][N:5]([C:8]([O:10][C:11]([CH3:14])([CH3:13])[CH3:12])=[O:9])[CH2:4][CH2:3]1.[Cl:15][C:16]1[CH:29]=[CH:28][C:19]([O:20][C:21]2[CH:27]=[CH:26][C:24]([NH2:25])=[CH:23][CH:22]=2)=[CH:18][CH:17]=1.C(O)(=O)C.C(O[BH-](OC(=O)C)OC(=O)C)(=O)C.[Na+].C(=O)(O)[O-].[Na+]>ClCCl>[Cl:15][C:16]1[CH:29]=[CH:28][C:19]([O:20][C:21]2[CH:27]=[CH:26][C:24]([NH:25][CH:2]3[CH2:7][CH2:6][N:5]([C:8]([O:10][C:11]([CH3:14])([CH3:13])[CH3:12])=[O:9])[CH2:4][CH2:3]3)=[CH:23][CH:22]=2)=[CH:18][CH:17]=1 |f:3.4,5.6|. The solvent is ClCCl (dichloromethane). The reactants are COC(=O)CBr, [H-], [Na+], C1CCOC1, COc1cc(C(O)c2ccccc2S(=O)(=O)Nc2ccccc2C)cc2c1OCO2. The product is COC(=O)CN(c1ccccc1C)S(=O)(=O)c1ccccc1C(O)c1cc(OC)c2c(c1)OCO2. RXN SMILES: [Br:33][CH2:34][C:35](=[O:36])[O:37][CH3:38].[H-:1].[Na+:2].[O:39]1[CH2:40][CH2:41][CH2:42][CH2:43]1.[OH:3][CH:4]([c:5]1[c:6]([S:11](=[O:12])(=[O:13])[NH:14][c:15]2[c:16]([CH3:21])[cH:17][cH:18][cH:19][cH:20]2)[cH:7][cH:8][cH:9][cH:10]1)[c:22]1[cH:23][c:24]2[c:25]([c:29]([O:31][CH3:32])[cH:30]1)[O:26][CH2:27][O:28]2>>[OH:3][CH:4]([c:5]1[c:6]([S:11](=[O:12])(=[O:13])[N:14]([c:15]2[c:16]([CH3:21])[cH:17][cH:18][cH:19][cH:20]2)[CH2:34][C:35](=[O:36])[O:37][CH3:38])[cH:7][cH:8][cH:9][cH:10]1)[c:22]1[cH:23][c:24]2[c:25]([c:29]([O:31][CH3:32])[cH:30]1)[O:26][CH2:27][O:28]2. The reactants are S(=O)(=O)([O-])OOS(=O)(=O)[O-].[K+].[K+] (Potassium persulfate), ClC1=NC2=CC=C(C=C2N=C1)Cl (2,6-dichloroquinoxaline), S(O)(O)(=O)=O (sulfuric acid), C([O-])(O)=O.[Na+] (sodium bicarbonate). The solvent is ice water. Run at time 24 hour. Yields the product ClC1=[N+](C2=CC=C(C=C2N=C1)Cl)[O-] (2,6-dichloroquinoxaline-1-oxide). Reaction SMILES: S(OOS([O-])(=O)=O)([O-])(=O)=O.[K+].[K+].[Cl:13][C:14]1[CH:23]=[N:22][C:21]2[C:16](=[CH:17][CH:18]=[C:19]([Cl:24])[CH:20]=2)[N:15]=1.S(=O)(=O)(O)[OH:26].C(=O)(O)[O-].[Na+]>>[Cl:13][C:14]1[CH:23]=[N:22][C:21]2[C:16](=[CH:17][CH:18]=[C:19]([Cl:24])[CH:20]=2)[N+:15]=1[O-:26] |f:0.1.2,5.6|. Procedure details: Potassium persulfate (7.42 g) was slowly added to a stirred mixture of 2,6-dichloroquinoxaline (5.0 g) and concentrated sulfuric acid (25 ml) at a temperature of 10° C. On completion of the addition the mixture was allowed to warm to room temperature and the mixture was stirred for a further 24 hours. The mixture was poured into ice-water (400 ml), neutralized with aqueous sodium bicarbonate and the mixture was extracted with dichloromethane. The organic extract was washed with brine, dried (ove...